From a dataset of the Open Reaction Database (ORD), a public repository of structured organic reaction records. describe an organic reaction: reactants, conditions, products, and yield Starting materials: C[Si](C)(C)CCOCCl, [H-], [Na+], CN(C)C=O, O, c1cnc2[nH]ccc2c1. Product: C[Si](C)(C)CCOCn1ccc2cccnc21. RXN SMILES: [CH3:12][Si:13]([CH2:14][CH2:15][O:16][CH2:17][Cl:18])([CH3:19])[CH3:20].[H-:1].[Na+:2].[O:22]=[CH:23][N:24]([CH3:25])[CH3:26].[OH2:21].[nH:3]1[cH:4][cH:5][c:6]2[c:7]1[n:8][cH:9][cH:10][cH:11]2>>[n:3]1([CH2:17][O:16][CH2:15][CH2:14][Si:13]([CH3:12])([CH3:19])[CH3:20])[cH:4][cH:5][c:6]2[c:7]1[n:8][cH:9][cH:10][cH:11]2. Starting materials: C=CCBr, CCCN1C(=O)CCC(NC(=O)c2cc(Cl)c(O)c(Cl)c2)C(=O)N1CC(=O)NC(C=O)CC(=O)O. The product is CN1C(=O)CCC(NC(=O)c2cc(Cl)c(O)c(Cl)c2)C(=O)N1CC(=O)NC(C=O)CC(=O)O. RXN SMILES: [CH2:36]([Br:37])[CH:38]=[CH2:39].[Cl:1][c:2]1[cH:3][c:4]([C:5](=[O:6])[NH:7][CH:8]2[CH2:9][CH2:10][C:11](=[O:30])[N:12]([CH2:27][CH2:28][CH3:29])[N:13]([CH2:16][C:17](=[O:18])[NH:19][CH:20]([CH2:21][C:22](=[O:23])[OH:24])[CH:25]=[O:26])[C:14]2=[O:15])[cH:31][c:32]([Cl:35])[c:33]1[OH:34]>>[Cl:1][c:2]1[cH:3][c:4]([C:5](=[O:6])[NH:7][CH:8]2[CH2:9][CH2:10][C:11](=[O:30])[N:12]([CH3:27])[N:13]([CH2:16][C:17](=[O:18])[NH:19][CH:20]([CH2:21][C:22](=[O:23])[OH:24])[CH:25]=[O:26])[C:14]2=[O:15])[cH:31][c:32]([Cl:35])[c:33]1[OH:34]. Starting materials: ClC=1N=C2C(=C(C=NC2=CC1)C(C)=O)N[C@@H]1CC[C@@H](CC1)CN(C)C (1-(6-chloro-4-{cis-4-[(dimethylamino)methyl]-cyclohexyl amino}-1,5-naphthyridin-3-yl)ethanone), ClC1=C(C(=CC(=C1)B1OC(C(O1)(C)C)(C)C)Cl)O (2,6-dichloro-4-(4,4,5,5-tetramethyl-1,3,2-dioxaborolan-2-yl)phenol), C1(=C(C(=C(C(=C1F)F)F)N)F)N.Cl.Cl (dihydrochloride). Yields the product Cl.Cl.ClC=1C=C(C=C(C1O)Cl)C=1N=C2C(=C(C=NC2=CC1)C(C)=O)N[C@@H]1CC[C@@H](CC1)CN(C)C (1-{6-(3,5-Dichloro-4-hydroxyphenyl)-4-({cis-4-[(dimethylamino)methyl]-cyclohexyl}amino)-1,5-naphthyridin-3-yl}ethanone dihydrochloride). The yield is 178.5%. Reaction SMILES: [Cl:1][C:2]1[N:3]=[C:4]2[C:9](=[CH:10][CH:11]=1)[N:8]=[CH:7][C:6]([C:12](=[O:14])[CH3:13])=[C:5]2[NH:15][C@H:16]1[CH2:21][CH2:20][C@@H:19]([CH2:22][N:23]([CH3:25])[CH3:24])[CH2:18][CH2:17]1.[Cl:26][C:27]1[CH:32]=[C:31](B2OC(C)(C)C(C)(C)O2)[CH:30]=[C:29]([Cl:42])[C:28]=1[OH:43].C1(N)C(F)=C(F)C(F)=C(N)C=1F.Cl.Cl>>[ClH:1].[ClH:26].[Cl:26][C:27]1[CH:32]=[C:31]([C:2]2[N:3]=[C:4]3[C:9](=[CH:10][CH:11]=2)[N:8]=[CH:7][C:6]([C:12](=[O:14])[CH3:13])=[C:5]3[NH:15][C@H:16]2[CH2:17][CH2:18][C@@H:19]([CH2:22][N:23]([CH3:24])[CH3:25])[CH2:20][CH2:21]2)[CH:30]=[C:29]([Cl:42])[C:28]=1[OH:43] |f:2.3.4,5.6.7|. Procedure details: Following general procedure II, 1-(6-chloro-4-{cis-4-[(dimethylamino)methyl]-cyclohexyl amino}-1,5-naphthyridin-3-yl)ethanone (120 mg, 0.30 mmol) was reacted with 2,6-dichloro-4-(4,4,5,5-tetramethyl-1,3,2-dioxaborolan-2-yl)phenol (100 mg, 0.30 mmol) followed by formation of the dihydrochloride salt to afford the desired product (150 mg, 81%) as an off-white solid: 1H NMR (500 MHz, CD3OD) δ 9.17 (s, 1H), 8.47 (d, J=9.0 Hz, 1H), 8.34 (d, J=8.9 Hz, 1H), 8.11 (s, 2H), 5.92 (p, J=4.4 Hz, 1H), 3.21 (d... Reactants: NC1=CC=CC2=CC=3C4=C(C(N(C(C4=C21)=O)CCN(C)C)=O)C=CC3 (11-amino-2-[2-(dimethylamino)ethyl]-1H-dibenzo[de,h]isoquinoline-1,3(2H)-dione), C(C)(C)C1=CC=C(C=C1)N=C=S (4-isopropylphenyl isothiocyanate), C(C)(C)C1=CC=C(C=C1)N=C=S (4-isopropylphenyl isothiocyanate). The solvent is C(C)#N (acetonitrile). Reaction conditions: time 24 hour. The product is CN(CCN1C(C2=C3C(=CC=4C2=C(C1=O)C=CC4)C=CC=C3NC(=S)NC3=CC=C(C=C3)C(C)C)=O)C (1-{2-[2-(dimethylamino)ethyl]-1,3-dioxo-2,3-dihydro-1H-dibenzo[de,h]isoquinolin-11-yl}-3-[4-isopropylphenyl]thiourea), powder. The yield is 93.0%. As a reaction SMILES: [NH2:1][C:2]1[C:15]2[C:6](=[CH:7][C:8]3[C:9]4[C:14]=2[C:13](=[O:16])[N:12]([CH2:17][CH2:18][N:19]([CH3:21])[CH3:20])[C:11](=[O:22])[C:10]=4[CH:23]=[CH:24][CH:25]=3)[CH:5]=[CH:4][CH:3]=1.[CH:26]([C:29]1[CH:34]=[CH:33][C:32]([N:35]=[C:36]=[S:37])=[CH:31][CH:30]=1)([CH3:28])[CH3:27]>C(#N)C>[CH3:21][N:19]([CH3:20])[CH2:18][CH2:17][N:12]1[C:11](=[O:22])[C:10]2[CH:23]=[CH:24][CH:25]=[C:8]3[C:9]=2[C:14](=[C:15]2[C:2]([NH:1][C:36]([NH:35][C:32]4[CH:33]=[CH:34][C:29]([CH:26]([CH3:28])[CH3:27])=[CH:30][CH:31]=4)=[S:37])=[CH:3][CH:4]=[CH:5][C:6]2=[CH:7]3)[C:13]1=[O:16]. Procedure: 300 mg of 11-amino-2-[2-(dimethylamino)ethyl]-1H-dibenzo[de,h]isoquinoline-1,3(2H)-dione (obtained in example 3) (0.90 mmole) were dissolved in 20 ml of acetonitrile. 309 μl (2 molar equivalents) of 4-isopropylphenyl isothiocyanate was added and the reaction mixture was maintained at room temperature for 16 hours. Two more equivalents of 4-isopropylphenyl isothiocyanate was added and the reaction mixture was again stirred for 24 hours at room temperature. The solvent was then evaporated under re... The reactants are ClC=1C=C2C(CCOC2=CC1OC1=CC=C(C=C1)C(NC=1N=NC(=CC1)C1=C(C=C(C=C1)C(F)(F)F)F)=O)C(=O)O (6-chloro-7-(4-(6-(2-fluoro-4-(trifluoromethyl)phenyl)pyridazin-3-ylcarbamoyl)phenoxy)chroman-4-carboxylic acid), solution, C[O-].[Na+] (sodium methoxide), CO (methanol). Solvent: C1CCOC1.CO (THF methanol). Conditions: time 2 hour. Product: ClC=1C=C2C(CCOC2=CC1OC1=CC=C(C=C1)C(NC=1N=NC(=CC1)C1=C(C=C(C=C1)C(F)(F)F)F)=O)C(=O)[O-].[Na+] (sodium 6-chloro-7-(4-(6-(2-fluoro-4-(trifluoromethyl)phenyl)pyridazin-3-ylcarbamoyl)phenoxy)chroman-4-carboxylate). Yield: 96.0%. RXN SMILES: [Cl:1][C:2]1[CH:3]=[C:4]2[C:9](=[CH:10][C:11]=1[O:12][C:13]1[CH:18]=[CH:17][C:16]([C:19](=[O:38])[NH:20][C:21]3[N:22]=[N:23][C:24]([C:27]4[CH:32]=[CH:31][C:30]([C:33]([F:36])([F:35])[F:34])=[CH:29][C:28]=4[F:37])=[CH:25][CH:26]=3)=[CH:15][CH:14]=1)[O:8][CH2:7][CH2:6][CH:5]2[C:39]([OH:41])=[O:40].C[O-].[Na+:44].CO>C1COCC1.CO>[Cl:1][C:2]1[CH:3]=[C:4]2[C:9](=[CH:10][C:11]=1[O:12][C:13]1[CH:18]=[CH:17][C:16]([C:19](=[O:38])[NH:20][C:21]3[N:22]=[N:23][C:24]([C:27]4[CH:32]=[CH:31][C:30]([C:33]([F:36])([F:34])[F:35])=[CH:29][C:28]=4[F:37])=[CH:25][CH:26]=3)=[CH:15][CH:14]=1)[O:8][CH2:7][CH2:6][CH:5]2[C:39]([O-:41])=[O:40].[Na+:44] |f:1.2,4.5,6.7|. Procedure details: To a solution of 6-chloro-7-(4-(6-(2-fluoro-4-(trifluoromethyl)phenyl)pyridazin-3-ylcarbamoyl)phenoxy)chroman-4-carboxylic acid (0.071 g, 0.12 mmol) in 1:1 THF/methanol (2 ml) was added a 0.5M solution of sodium methoxide in methanol (0.24 ml, 0.12 mmol), and the reaction was stirred at ambient temperature for 2 hours. The reaction was concentrated to yield the desired compound (0.071 g, 0.12 mmol, 96% yield). MS (apci) m/z=588.0 (M-Na+2H). The reactants are OC(=O)C(F)(F)F.N1=C(C=CC=C1)N1[C@@H]2CN[C@H](C1)C2 ((1S,4S)-2-(pyridin-2-yl)-2,5-diazabicyclo[2.2.1]heptane TFA salt), FC(C1=NC(=NO1)C=1C=C(C(=O)O)C=CC1)(F)F (3-(5-(trifluoromethyl)-1,2,4-oxadiazol-3-yl)benzoic acid). Yields the product N1=C(C=CC=C1)N1[C@@H]2CN([C@H](C1)C2)C(=O)C2=CC(=CC=C2)C2=NOC(=N2)C(F)(F)F (((1S,4S)-5-(Pyridin-2-yl)-2,5-diazabicyclo[2.2.1]heptan-2-yl)(3-(5-(trifluoromethyl)-1,2,4-oxadiazol-3-yl)phenyl)methanone). Yield: 27.0%. RXN SMILES: OC(C(F)(F)F)=O.[N:8]1[CH:13]=[CH:12][CH:11]=[CH:10][C:9]=1[N:14]1[CH2:19][C@@H:18]2[CH2:20][C@H:15]1[CH2:16][NH:17]2.[F:21][C:22]([F:38])([F:37])[C:23]1[O:27][N:26]=[C:25]([C:28]2[CH:29]=[C:30]([CH:34]=[CH:35][CH:36]=2)[C:31](O)=[O:32])[N:24]=1>>[N:8]1[CH:13]=[CH:12][CH:11]=[CH:10][C:9]=1[N:14]1[CH2:19][C@@H:18]2[CH2:20][C@H:15]1[CH2:16][N:17]2[C:31]([C:30]1[CH:34]=[CH:35][CH:36]=[C:28]([C:25]2[N:24]=[C:23]([C:22]([F:37])([F:21])[F:38])[O:27][N:26]=2)[CH:29]=1)=[O:32] |f:0.1|. Reported procedure: This compound was synthesized from (1S,4S)-2-(pyridin-2-yl)-2,5-diazabicyclo[2.2.1]heptane TFA salt and 3-(5-(trifluoromethyl)-1,2,4-oxadiazol-3-yl)benzoic acid as described for example 37 step 3 (30 mg, yield 27%). 1H NMR (400 MHz, CDCl3) δ8.28-8.07 (m, 3H), 7.74-7.71 (m, 1H), 7.65-7.43 (m, 2H), 6.66-6.55 (m, 1H), 6.45-6.33 (m, 1H), 5.16-4.94 (m, 2H), 3.82-3.49 (m, 4H), 2.10-2.05 (m, 2H). MS (ESI) m/z: Calculated for C20H16F3N5O2: 415.13. found: 416.2 (M+H)+ The reactants are BrC1=CC=C(C=C1)CCC1(CO1)CCC1=CC=C(C=C1)Br (1,1-di-(p-bromophenylethyl)epoxyethane), ice water. The reagents and catalysts are [Ti](Cl)(Cl)(Cl)Cl (titanium tetrachloride). Run in ClC1=CC=CC=C1 (chlorobenzene). Conditions: temperature 80 celsius, time 18 hour. The product is BrC1=CC2=C(CCC3CCC=4C=CC(=CC4C23)Br)C=C1 (2,11-dibromo-5,6,6a,7,8,12b-hexahydrobenzo-[c]phenanthrene). As a reaction SMILES: [Br:1][C:2]1[CH:7]=[CH:6][C:5]([CH2:8][CH2:9][C:10]2([CH2:13][CH2:14][C:15]3[CH:20]=[CH:19][C:18]([Br:21])=[CH:17][CH:16]=3)O[CH2:11]2)=[CH:4][CH:3]=1>ClC1C=CC=CC=1.[Ti](Cl)(Cl)(Cl)Cl>[Br:1][C:2]1[CH:7]=[CH:6][C:5]2[CH2:8][CH2:9][CH:10]3[CH:11]([C:4]=2[CH:3]=1)[C:16]1[CH:17]=[C:18]([Br:21])[CH:19]=[CH:20][C:15]=1[CH2:14][CH2:13]3. Procedure: 37 ml (337 mmol) of titanium tetrachloride are added dropwise to a solution of 48 g (118 mmol) of 1,1-di-(p-bromophenylethyl)epoxyethane in 250 ml of chlorobenzene, and the mixture is stirred at 80° C. for 18 h. The reaction mixture is carefully poured into 100 ml of ice-water, the phases are separated, and the aqueous phase is extracted three times with 70 ml of chloroform. The combined organic phases are washed with 100 ml of saturated NaCl solution and 100 ml of NaHCO3 solution and dried over... Reactants: C(C=C)NC1=CC=C(C=C1)CC(=O)O (4-(allylamino)phenylacetic acid), B(F)(F)F.CCOCC (boron trifluoride etherate), C(C)OCCO (2-ethoxyethanol), B(F)(F)F.CCOCC (boron trifluoride etherate). Run in C1(=CC=CC=C1)C (toluene). Run at time 120 hour. Yields the product C(C=C)NC1=CC=C(C=C1)CC(=O)OCCOCC (2-ethoxyethyl 4-(allylamino)phenylacetate). Reaction SMILES: [CH2:1]([NH:4][C:5]1[CH:10]=[CH:9][C:8]([CH2:11][C:12]([OH:14])=[O:13])=[CH:7][CH:6]=1)[CH:2]=[CH2:3].[CH2:15]([O:17][CH2:18][CH2:19]O)[CH3:16].B(F)(F)F.CCOCC>C1(C)C=CC=CC=1>[CH2:1]([NH:4][C:5]1[CH:10]=[CH:9][C:8]([CH2:11][C:12]([O:14][CH2:16][CH2:15][O:17][CH2:18][CH3:19])=[O:13])=[CH:7][CH:6]=1)[CH:2]=[CH2:3] |f:2.3|. Procedure details: A solution of 11.8 g. of 4-(allylamino)phenylacetic acid, 1.00 g. of 2-ethoxyethanol and 5.35 ml. of boron trifluoride etherate in 200 ml. toluene is stirred under reflux for 48 hours. The solution is treated with an additional 5.35 ml. of boron trifluoride etherate and refluxing is continued for 120 hours. Dilution with water and methylene chloride followed by filtration affords 2-ethoxyethyl 4-(allylamino)phenylacetate. The reactants are COC1=NC(=CC=C1)[Sn](CCCC)(CCCC)CCCC (2-methoxy-6-(tributylstannyl)pyridine), O(C1=CC=CC=C1)P(=O)(OC1=CC=CC=C1)OC=1N(CCOC1)C(=O)OC(C)(C)C (tert-butyl 5-((diphenoxyphosphoryl)oxy)-2H-1,4-oxazine-4(3H)-carboxylate), [Cl-].[Li+] (Lithium chloride). The reagents and catalysts are C=1C=CC(=CC1)[P](C=2C=CC=CC2)(C=3C=CC=CC3)[Pd]([P](C=4C=CC=CC4)(C=5C=CC=CC5)C=6C=CC=CC6)([P](C=7C=CC=CC7)(C=8C=CC=CC8)C=9C=CC=CC9)[P](C=1C=CC=CC1)(C=1C=CC=CC1)C=1C=CC=CC1 (Pd(PPh3)4). Run in C1CCOC1 (THF). Product: COC1=CC=CC(=N1)C=1N(CCOC1)C(=O)OC(C)(C)C (tert-butyl 5-(6-methoxypyridin-2-yl)-2H-1,4-oxazine-4(3H)-carboxylate). The yield is 29.7%. Reaction SMILES: [CH3:1][O:2][C:3]1[CH:8]=[CH:7][CH:6]=[C:5]([Sn](CCCC)(CCCC)CCCC)[N:4]=1.O(P(O[C:39]1[N:40]([C:45]([O:47][C:48]([CH3:51])([CH3:50])[CH3:49])=[O:46])[CH2:41][CH2:42][O:43][CH:44]=1)(OC1C=CC=CC=1)=O)C1C=CC=CC=1.[Cl-].[Li+]>C1COCC1.C1C=CC([P]([Pd]([P](C2C=CC=CC=2)(C2C=CC=CC=2)C2C=CC=CC=2)([P](C2C=CC=CC=2)(C2C=CC=CC=2)C2C=CC=CC=2)[P](C2C=CC=CC=2)(C2C=CC=CC=2)C2C=CC=CC=2)(C2C=CC=CC=2)C2C=CC=CC=2)=CC=1>[CH3:1][O:2][C:3]1[N:4]=[C:5]([C:39]2[N:40]([C:45]([O:47][C:48]([CH3:51])([CH3:50])[CH3:49])=[O:46])[CH2:41][CH2:42][O:43][CH:44]=2)[CH:6]=[CH:7][CH:8]=1 |f:2.3,^1:62,64,83,102|. Reported procedure: A mixture of 2-methoxy-6-(tributylstannyl)pyridine (552 mg, 1.39 mmol) and tert-butyl 5-((diphenoxyphosphoryl)oxy)-2H-1,4-oxazine-4(3H)-carboxylate (300 mg, 0.69 mmol) were dissolved in THF (6 ml). Lithium chloride (90 mg, 2.1 mmol) and Pd(PPh3)4 (78 mg, 0.069 mmol) were added and the mixture heated at reflux for 18 hours. The mixture was concentrated and purified on silica gel, eluting with 0-10% ethyl acetate/petrol. This gave the title compound as a brown solid (60 mg, 30%); 1H-NMR (CDCl3) 1.... Reactants: ClC1=NC2=CC=C(C=C2N=C1Cl)[N+](=O)[O-] (2,3-dichloro-6-nitro-quinoxaline), [Na]SC(S[Na])=C(C#N)C#N (di(sodiomercapto)methylenemalononitrile), O (Water). The solvent is CN(C=O)C (dimethylformamide). Conditions: time 8 hour. The product is [N+](=O)([O-])C=1C=C2N=C3C(=NC2=CC1)SC(S3)=C(C#N)C#N (6-Nitro-1,3-Dithiolo-(4,5-b)-quinoxaline-2-ylidene-propanedinitrile). Yield: 76.6%. RXN SMILES: Cl[C:2]1[C:11](Cl)=[N:10][C:9]2[C:4](=[CH:5][CH:6]=[C:7]([N+:13]([O-:15])=[O:14])[CH:8]=2)[N:3]=1.[Na][S:17][C:18](=[C:21]([C:24]#[N:25])[C:22]#[N:23])[S:19][Na].O>CN(C)C=O>[N+:13]([C:7]1[CH:8]=[C:9]2[C:4](=[CH:5][CH:6]=1)[N:3]=[C:2]1[S:17][C:18](=[C:21]([C:24]#[N:25])[C:22]#[N:23])[S:19][C:11]1=[N:10]2)([O-:15])=[O:14]. Procedure: To a solution of 2,3-dichloro-6-nitro-quinoxaline (0.5 g, 0.002 mol) in dimethylformamide (15 mL) is added, in several portions, di(sodiomercapto)methylenemalononitrile (0.53 g, 0.0029 mol). The resulting solution is stirred overnight at room temperature. Water (50 mL) is slowly added to the reaction mixture, dropwise, with stirring. The resulting solid is isolated by filtration, washed with water and dried, giving 0.48 g (78 percent yield) of a dark brown powder.